Dataset: the Open Reaction Database (ORD), a public repository of structured organic reaction records. Task: describe an organic reaction: reactants, conditions, products, and yield The reactants are C1CCOC1, COC(=O)c1cc(N2CCCC2)cc(N2CCCC2=O)c1, [Na+], [OH-]. RXN SMILES: [CH2:24]1[O:25][CH2:26][CH2:27][CH2:28]1.[CH3:1][O:2][C:3]([c:4]1[cH:5][c:6]([N:15]2[C:16](=[O:20])[CH2:17][CH2:18][CH2:19]2)[cH:7][c:8]([N:10]2[CH2:11][CH2:12][CH2:13][CH2:14]2)[cH:9]1)=[O:21].[Na+:23].[OH-:22]>>[O:2]=[C:3]([c:4]1[cH:5][c:6]([N:15]2[C:16](=[O:20])[CH2:17][CH2:18][CH2:19]2)[cH:7][c:8]([N:10]2[CH2:11][CH2:12][CH2:13][CH2:14]2)[cH:9]1)[OH:21]. Product: O=C(O)c1cc(N2CCCC2)cc(N2CCCC2=O)c1. Reported procedure: A 100-mL round-bottom flask was charged with tert-butyl 4-(tetramethyl-1,3,2-dioxaborolan-2-yl)-1H-pyrazole-1-carboxylate (250 mg, 0.85 mmol), (S)-methyl 6-bromo-5-cyclobutoxy-2-methyl-3,4-dihydroquinoline-1(2H)-carboxylate (317 mg, 0.89 mmol), sodium carbonate (150 mg, 1.42 mmol), [1,1′-bis(diphenylphosphino)ferrocene]dichloropalladium(II) (58 mg, 0.18 mmol), 1,4-dioxane (10 mL), and water (2 mL). The resulting mixture stirred overnight at 100° C. in an oil bath. After cooling to room temperatu... The reagents and catalysts are C1=CC=C(C=C1)P([C-]2C=CC=C2)C3=CC=CC=C3.C1=CC=C(C=C1)P([C-]2C=CC=C2)C3=CC=CC=C3.Cl[Pd]Cl.[Fe+2] ([1,1′-bis(diphenylphosphino)ferrocene]dichloropalladium(II)). Conditions: temperature 100 celsius, time 8 hour. Reactants: CC1(C(OB(O1)C=1C=NN(C1)C(=O)OC(C)(C)C)(C)C)C (tert-butyl 4-(tetramethyl-1,3,2-dioxaborolan-2-yl)-1H-pyrazole-1-carboxylate), BrC=1C(=C2CC[C@@H](N(C2=CC1)C(=O)OC)C)OC1CCC1 ((S)-methyl 6-bromo-5-cyclobutoxy-2-methyl-3,4-dihydroquinoline-1(2H)-carboxylate), C([O-])([O-])=O.[Na+].[Na+] (sodium carbonate), O1CCOCC1 (1,4-dioxane). Isolated yield 68.9%. Product: C1(CCC1)OC1=C2CC[C@@H](N(C2=CC=C1C=1C=NNC1)C(=O)OC)C ((S)-methyl 5-cyclobutoxy-2-methyl-6-(1H-pyrazol-4-yl)-3,4-dihydroquinoline-1(2H)-carboxylate). Solvent: O (water), O (water). As a reaction SMILES: CC1(C)OB([C:7]2[CH:8]=[N:9][N:10](C(OC(C)(C)C)=O)[CH:11]=2)OC1(C)C.Br[C:23]1[C:24]([O:38][CH:39]2[CH2:42][CH2:41][CH2:40]2)=[C:25]2[C:30](=[CH:31][CH:32]=1)[N:29]([C:33]([O:35][CH3:36])=[O:34])[C@@H:28]([CH3:37])[CH2:27][CH2:26]2.C(=O)([O-])[O-].[Na+].[Na+].O1CCOCC1>C1C=CC(P(C2C=CC=CC=2)[C-]2C=CC=C2)=CC=1.C1C=CC(P(C2C=CC=CC=2)[C-]2C=CC=C2)=CC=1.Cl[Pd]Cl.[Fe+2].O>[CH:39]1([O:38][C:24]2[C:23]([C:7]3[CH:11]=[N:10][NH:9][CH:8]=3)=[CH:32][CH:31]=[C:30]3[C:25]=2[CH2:26][CH2:27][C@H:28]([CH3:37])[N:29]3[C:33]([O:35][CH3:36])=[O:34])[CH2:40][CH2:41][CH2:42]1 |f:2.3.4,6.7.8.9|.